From a dataset of the Open Reaction Database (ORD), a public repository of structured organic reaction records. describe an organic reaction: reactants, conditions, products, and yield Starting materials: O=C([O-])C=CC(=O)[O-], Cc1c(Cl)nnc2c1CNCC2, O=C(Cl)c1ccccc1F. The product is Cc1c(Cl)nnc2c1CN(C(=O)c1ccccc1F)CC2. Reaction SMILES: [C:13]([O-:14])(=[O:15])[CH:16]=[CH:17][C:18]([O-:19])=[O:20].[Cl:1][c:2]1[c:3]([CH3:12])[c:4]2[c:5]([n:6][n:7]1)[CH2:8][CH2:9][NH:10][CH2:11]2.[F:21][c:22]1[c:23]([C:24](=[O:25])[Cl:26])[cH:27][cH:28][cH:29][cH:30]1>>[Cl:1][c:2]1[c:3]([CH3:12])[c:4]2[c:5]([n:6][n:7]1)[CH2:8][CH2:9][N:10]([C:24]([c:23]1[c:22]([F:21])[cH:30][cH:29][cH:28][cH:27]1)=[O:25])[CH2:11]2. The reactants are C(C1=CC=CC=C1)(=O)C1=CC=C(C(=O)Cl)C=C1 (4-benzoylbenzoyl chloride), CC(C)N(CC)C(C)C (N,N-bis(1-methylethyl)ethanamine), NN (hydrazine). The reagents and catalysts are CN(C1=CC=NC=C1)C (N,N-dimethyl-4-pyridinamine). Run in C(Cl)Cl (CH2Cl2), C(Cl)Cl (CH2Cl2), C(Cl)Cl (CH2Cl2). Conditions: time 5 hour. Yields the product C(C1=CC=CC=C1)(=O)C1=CC=C(C(=O)NN)C=C1 (4-benzoylbenzoic acid hydrazide). Yield: 34.4%. RXN SMILES: [NH2:1][NH2:2].[C:3]([C:11]1[CH:19]=[CH:18][C:14]([C:15](Cl)=[O:16])=[CH:13][CH:12]=1)(=[O:10])[C:4]1[CH:9]=[CH:8][CH:7]=[CH:6][CH:5]=1.CC(N(C(C)C)CC)C>CN(C)C1C=CN=CC=1.C(Cl)Cl>[C:3]([C:11]1[CH:19]=[CH:18][C:14]([C:15]([NH:1][NH2:2])=[O:16])=[CH:13][CH:12]=1)(=[O:10])[C:4]1[CH:9]=[CH:8][CH:7]=[CH:6][CH:5]=1. Reported procedure: ) A solution of hydrazine (0.023 mol) and N,N-dimethyl-4-pyridinamine (catalytic quantity) in CH2Cl2 (50 ml) was cooled in an ice-water bath. Half of a solution of 4-benzoylbenzoyl chloride (0.023 mol) in CH2Cl2 (60 ml) was added dropwise. The other half of this solution, and a solution of N,N-bis(1-methylethyl)ethanamine (0.023 mol) in CH2Cl2 (40 ml) were added simultaneously and dropwise. The resulting reaction mixture was stirred for 5 hours at RT. The crude reaction mixture was filtered and ... Reactants: O=C([O-])[O-], CC#N, FC(F)(F)c1ccc2ncnc(Cl)c2c1, [Cs+], [Cs+], Oc1ccccc1. Product: FC(F)(F)c1ccc2ncnc(Oc3ccccc3)c2c1. RXN SMILES: [C:16](=[O:17])([O-:18])[O-:19].[CH3:29][C:30]#[N:31].[Cl:1][c:2]1[n:3][cH:4][n:5][c:6]2[cH:7][cH:8][c:9]([C:12]([F:13])([F:14])[F:15])[cH:10][c:11]12.[Cs+:20].[Cs+:21].[OH:22][c:23]1[cH:24][cH:25][cH:26][cH:27][cH:28]1>>[c:2]1([O:22][c:23]2[cH:24][cH:25][cH:26][cH:27][cH:28]2)[n:3][cH:4][n:5][c:6]2[cH:7][cH:8][c:9]([C:12]([F:13])([F:14])[F:15])[cH:10][c:11]12. The product is N[C@H]1CN(C[C@H](C1)N(CC(C)C)C(=O)C=1N=NN(C1CCCCOC)C1=CC=CC=C1)C(=O)OC(C)(C)C (tert-butyl (3R,5S)-3-amino-5-[{[5-(4-methoxybutyl)-1-phenyl-1H-1,2,3-triazol-4-yl]carbonyl}(2-methylpropyl)amino]piperidine-1-carboxylate). Conditions: temperature 100 celsius, time 2 hour. The solvent is C(C)N(CC)CC (triethylamine), C1(=CC=CC=C1)C (toluene), C(O)([O-])=O.[Na+] (sodium hydrogen carbonate). The reactants are C1(=CC=CC=C1)P(=O)(C1=CC=CC=C1)N=[N+]=[N-] (diphenylphosphoryl azide), C(C)(C)(C)OC(=O)N1C[C@@H](C[C@@H](C1)N(CC(C)C)C(=O)C=1N=NN(C1CCCCOC)C1=CC=CC=C1)C(=O)O ((3R,5S)-1-(tert-Butoxycarbonyl)-5-[{[5-(4-methoxybutyl)-1-phenyl-1H-1,2,3-triazol-4-yl]carbonyl}(2-methylpropyl)amino]piperidine-3-carboxylic acid), [Na] (sodium), [OH-] (hydroxide). Procedure: (3R,5S)-1-(tert-Butoxycarbonyl)-5-[{[5-(4-methoxybutyl)-1-phenyl-1H-1,2,3-triazol-4-yl]carbonyl}(2-methylpropyl)amino]piperidine-3-carboxylic acid (250 mg) was dissolved in toluene (5 ml), diphenylphosphoryl azide (0.15 ml) and triethylamine (94 μl) were added and the mixture was stirred at 100° C. for 2 hr. The reaction mixture was cooled to room temperature, 8M aqueous sodium, hydroxide solution (0.56 ml) was added and the mixture was stirred at room temperature for 1 hr. The reaction mixture ... RXN SMILES: [C:1]([O:5][C:6]([N:8]1[CH2:13][C@@H:12]([N:14]([C:19]([C:21]2[N:22]=[N:23][N:24]([C:32]3[CH:37]=[CH:36][CH:35]=[CH:34][CH:33]=3)[C:25]=2[CH2:26][CH2:27][CH2:28][CH2:29][O:30][CH3:31])=O)[CH2:15][CH:16]([CH3:18])[CH3:17])[CH2:11][C@@H:10](C(O)=O)[CH2:9]1)=[O:7])([CH3:4])([CH3:3])[CH3:2].C1(P([N:55]=[N+]=[N-])(C2C=CC=CC=2)=O)C=CC=CC=1.[Na].[OH-:59]>C1(C)C=CC=CC=1.C(=O)([O-])O.[Na+].C(N(CC)CC)C>[NH2:55][C@@H:10]1[CH2:11][C@H:12]([N:14]([C:19]([C:21]2[N:22]=[N:23][N:24]([C:32]3[CH:37]=[CH:36][CH:35]=[CH:34][CH:33]=3)[C:25]=2[CH2:26][CH2:27][CH2:28][CH2:29][O:30][CH3:31])=[O:59])[CH2:15][CH:16]([CH3:18])[CH3:17])[CH2:13][N:8]([C:6]([O:5][C:1]([CH3:4])([CH3:3])[CH3:2])=[O:7])[CH2:9]1 |f:5.6,^1:57|. Reactants: Cl (hydrochloric acid), O=C[C@H](O)[C@@H](O)[C@H](O)[C@H](O)CO (D-glucose), C(CCCCCCCCCCC)OS(=O)(=O)C1=CC=CC=C1.[Na] (sodium laurylbenzenesulfonate), C1(=CC=CC=C1)C (toluene), Cl (hydrogen chloride). Reagents/catalysts: [Cl-].C(CCCCCCCCCCCCCCC)[N+](C)(C)C (cetyltrimethylammonium chloride). Solvent: O (water). Run at time 4 hour. Product: ClCC1=CC=C(C=O)O1 (5-chloromethylfurfural). RXN SMILES: [O:1]=[CH:2][C@@H:3]([C@H:5]([C@@H:7]([C@@H:9]([CH2:11]O)[OH:10])O)O)O.C(OS(C1C=CC=CC=1)(=O)=O)CCCCCCCCCCC.[Na].C1(C)C=CC=CC=1.[ClH:43]>[Cl-].C([N+](C)(C)C)CCCCCCCCCCCCCCC.O>[Cl:43][CH2:11][C:9]1[O:10][C:3]([CH:2]=[O:1])=[CH:5][CH:7]=1 |f:1.2,5.6,^1:34|. Procedure: To a three-necked flask equipped with a condenser and a stirrer were added 5 g (0.028 mole) of a commercially available D-glucose and two kinds of surface active agent, i.e., 97.6 mg (0.00028 mole) of sodium laurylbenzenesulfonate and 89.6 mg (0.00028 mole) of cetyltrimethylammonium chloride. Then, 30 ml of toluene was added thereto and the mixture was stirred to make a suspension. Thereafter, about 6 ml of 35% hydrochloric acid was slowly dropwise added from a dropping funnel over 1 hour with s... Starting materials: O=C([O-])[O-], Cc1ccccc1, CC(C)(C(=O)CCl)C(Br)CBr, [K+], [K+], O, Oc1ccc(Cl)cc1. Yields the product CC(C)(C(=O)COc1ccc(Cl)cc1)C(Br)CBr. Reaction SMILES: [C:9](=[O:10])([O-:11])[O-:12].[CH3:27][c:28]1[cH:29][cH:30][cH:31][cH:32][cH:33]1.[Cl:16][CH2:17][C:18]([C:19]([CH:20]([CH2:21][Br:22])[Br:23])([CH3:24])[CH3:25])=[O:26].[K+:13].[K+:14].[OH2:15].[OH:1][c:2]1[cH:3][cH:4][c:5]([Cl:6])[cH:7][cH:8]1>>[O:1]([c:2]1[cH:3][cH:4][c:5]([Cl:6])[cH:7][cH:8]1)[CH2:17][C:18]([C:19]([CH:20]([CH2:21][Br:22])[Br:23])([CH3:24])[CH3:25])=[O:26]. The reactants are [H-].[Al+3].[Li+].[H-].[H-].[H-] (lithium aluminum hydride), C(C1=CC=CC=C1)C1C=CC(CC1)=O (4-benzyl-2-cyclohexen-1-one). Solvent: CCOCC (ether). Run at time 2 hour. The product is C(C1=CC=CC=C1)C1C=CC(CC1)O (4-benzyl-2-cyclohexen-1-ol). Isolated yield 98.9%. RXN SMILES: [H-].[Al+3].[Li+].[H-].[H-].[H-].[CH2:7]([CH:14]1[CH2:19][CH2:18][C:17](=[O:20])[CH:16]=[CH:15]1)[C:8]1[CH:13]=[CH:12][CH:11]=[CH:10][CH:9]=1>CCOCC>[CH2:7]([CH:14]1[CH2:19][CH2:18][CH:17]([OH:20])[CH:16]=[CH:15]1)[C:8]1[CH:13]=[CH:12][CH:11]=[CH:10][CH:9]=1 |f:0.1.2.3.4.5|. Reported procedure: To a suspension of 3.2 g of lithium aluminum hydride in 500 ml of ether, 30 g of 4-benzyl-2-cyclohexen-1-one were added dropwise at 0° C. After stirring the mixture for 2 hours at the same temperature, it was washed with diluted hydrochloric acid and water, and the resultant organic layer was dried and concentrated, thereby obtaining 31 g of a crude product. This product was purified by column chromatography to obtain 30 g (yield: 98%) of 4-benzyl-2-cyclohexen-1-ol. A ratio of a cis-form to a tr... The reactants are N#CCC1CCCN1Cc1ccccc1, CCO, [Na+], [Na+], O=C([O-])[O-], O, O=S(=O)(O)O. Yields the product CCOC(=O)CC1CCCN1Cc1ccccc1. RXN SMILES: [CH2:9]([c:10]1[cH:11][cH:12][cH:13][cH:14][cH:15]1)[N:16]1[CH:17]([CH2:21][C:22]#[N:23])[CH2:18][CH2:19][CH2:20]1.[CH3:1][CH2:2][OH:3].[Na+:24].[Na+:25].[O-:26][C:27](=[O:28])[O-:29].[OH2:30].[S:4](=[O:5])(=[O:6])([OH:7])[OH:8]>>[CH3:1][CH2:2][O:3][C:22]([CH2:21][CH:17]1[N:16]([CH2:9][c:10]2[cH:11][cH:12][cH:13][cH:14][cH:15]2)[CH2:20][CH2:19][CH2:18]1)=[O:26]. The reactants are Cc1ccc(F)cc1N(CC(C)(C)NC(=O)OC(C)(C)C)C(=O)CBr, CC(C)(C)[O-], [Cl-], [K+], [NH4+], C1CCOC1, O. Product: Cc1ccc(F)cc1N1CC(C)(C)N(C(=O)OC(C)(C)C)CC1=O. Reaction SMILES: [C:7]([CH3:8])([CH3:9])([CH3:10])[O:11][C:12]([NH:13][C:14]([CH2:15][N:16]([c:17]1[c:18]([CH3:24])[cH:19][cH:20][c:21]([F:23])[cH:22]1)[C:25]([CH2:26][Br:27])=[O:28])([CH3:29])[CH3:30])=[O:31].[CH3:1][C:2]([CH3:3])([O-:4])[CH3:5].[Cl-:32].[K+:6].[NH4+:33].[O:34]1[CH2:35][CH2:36][CH2:37][CH2:38]1.[OH2:39]>>[C:7]([CH3:8])([CH3:9])([CH3:10])[O:11][C:12]([N:13]1[C:14]([CH3:29])([CH3:30])[CH2:15][N:16]([c:17]2[c:18]([CH3:24])[cH:19][cH:20][c:21]([F:23])[cH:22]2)[C:25](=[O:28])[CH2:26]1)=[O:31].